Dataset: the Open Reaction Database (ORD), a public repository of structured organic reaction records. Task: describe an organic reaction: reactants, conditions, products, and yield Starting materials: FC1=C(C=CC(=C1)F)N (2,4-difluoro-phenylamine), C([O-])([O-])=O.[K+].[K+] (potassium carbonate), C(C1=CC=CC=C1)Br (benzyl bromide), O (water). Solvent: CN(C=O)C (N,N-dimethylformamide). Conditions: time 8 hour. The product is C(C1=CC=CC=C1)N(C1=C(C=C(C=C1)F)F)CC1=CC=CC=C1 (dibenzyl-(2,4-difluoro-phenyl)-amine). RXN SMILES: [F:1][C:2]1[CH:7]=[C:6]([F:8])[CH:5]=[CH:4][C:3]=1[NH2:9].C(=O)([O-])[O-].[K+].[K+].[CH2:16](Br)[C:17]1[CH:22]=[CH:21][CH:20]=[CH:19][CH:18]=1.O>CN(C)C=O>[CH2:16]([N:9]([CH2:16][C:17]1[CH:22]=[CH:21][CH:20]=[CH:19][CH:18]=1)[C:3]1[CH:4]=[CH:5][C:6]([F:8])=[CH:7][C:2]=1[F:1])[C:17]1[CH:22]=[CH:21][CH:20]=[CH:19][CH:18]=1 |f:1.2.3|. Procedure details: To 2,4-difluoro-phenylamine (42, 10.0 g, 77.4 mmol) in N,N-dimethylformamide (130 mL) were added potassium carbonate (32.1 g, 0.23 mol) and benzyl bromide (21.2 mL, 0.18 mol). The reaction was stirred at room temperature overnight. The reaction was poured into water and extracted with ethyl acetate. The organic layer was washed with brine, dried over anhydrous sodium sulfate and filtrated. The filtrate was concentrated and purified by silica gel column chromatography eluting with 10% ethyl aceta... Starting materials: CC(=O)OC(C)=O, CCCCCC, ClC(Cl)Cl, Nc1nc2sc3c(c2c(=O)[nH]1)CCCC3, O=P(Cl)(Cl)Cl. The product is Nc1nc(Cl)c2c3c(sc2n1)CCCC3. Reaction SMILES: [C:31]([O:32][C:33](=[O:34])[CH3:35])(=[O:36])[CH3:37].[CH3:25][CH2:26][CH2:27][CH2:28][CH2:29][CH3:30].[Cl:21][CH:22]([Cl:23])[Cl:24].[NH2:1][c:2]1[nH:3][c:4](=[O:15])[c:5]2[c:6]([n:7]1)[s:8][c:9]1[c:10]2[CH2:11][CH2:12][CH2:13][CH2:14]1.[P:16]([Cl:17])([Cl:18])([Cl:19])=[O:20]>>[NH2:1][c:2]1[n:3][c:4]([Cl:18])[c:5]2[c:6]([n:7]1)[s:8][c:9]1[c:10]2[CH2:11][CH2:12][CH2:13][CH2:14]1. Reactants: ClC=1C=C2C=3C=CN=CC3NC2=C(C1)NC(=O)[C@@H]1COC(CN1CC(=O)O)(C)C ([(S)-5-(6-Chloro-9H-beta-carbolin-8-ylcarbamoyl)-2,2-dimethyl-morpholin-4-yl]-acetic acid), CNCCO (2-methylamino-ethanol). Product: ClC=1C=C2C=3C=CN=CC3NC2=C(C1)NC(=O)[C@H]1N(CC(OC1)(C)C)CC(N(C)CCO)=O ((S)-4-{[(2-Hydroxy-ethyl)-methyl-carbamoyl]-methyl}-6,6-dimethyl-morpholine-3-carboxylic acid (6-chloro-9H-beta-carbolin-8-yl)-amide). Yield: 55.0%. RXN SMILES: [Cl:1][C:2]1[CH:3]=[C:4]2[C:12](=[C:13]([NH:15][C:16]([C@H:18]3[N:23]([CH2:24][C:25]([OH:27])=O)[CH2:22][C:21]([CH3:29])([CH3:28])[O:20][CH2:19]3)=[O:17])[CH:14]=1)[NH:11][C:10]1[CH:9]=[N:8][CH:7]=[CH:6][C:5]2=1.[CH3:30][NH:31][CH2:32][CH2:33][OH:34]>>[Cl:1][C:2]1[CH:3]=[C:4]2[C:12](=[C:13]([NH:15][C:16]([C@@H:18]3[CH2:19][O:20][C:21]([CH3:28])([CH3:29])[CH2:22][N:23]3[CH2:24][C:25](=[O:27])[N:31]([CH2:32][CH2:33][OH:34])[CH3:30])=[O:17])[CH:14]=1)[NH:11][C:10]1[CH:9]=[N:8][CH:7]=[CH:6][C:5]2=1. Procedure: The desired compound was prepared according to Method F from [(S)-5-(6-Chloro-9H-beta-carbolin-8-ylcarbamoyl)-2,2-dimethyl-morpholin-4-yl]-acetic acid and 2-methylamino-ethanol in 55% yield. Reactants: O1CCC(CC1)=O (tetrahydro-4H-pyran-4-one), solution, C(C)(C)[Mg]Cl (isopropylmagnesium chloride), IC1=CC=C(C#N)C=C1 (4-iodobenzonitrile), [Cl-].[NH4+] (ammonium chloride). Solvent: C1CCOC1 (THF), C(C)OCC (diethyl ether), C1CCOC1 (THF). Reaction conditions: time 1.5 hour. Product: OC1(CCOCC1)C1=CC=C(C=C1)C#N (4-(4-Hydroxytetrahydro-2H-pyran-4-yl)benzenecarbonitrile). Reaction SMILES: C([Mg]Cl)(C)C.I[C:7]1[CH:14]=[CH:13][C:10]([C:11]#[N:12])=[CH:9][CH:8]=1.[O:15]1[CH2:20][CH2:19][C:18](=[O:21])[CH2:17][CH2:16]1.[Cl-].[NH4+]>C(OCC)C.C1COCC1>[OH:21][C:18]1([C:7]2[CH:14]=[CH:13][C:10]([C:11]#[N:12])=[CH:9][CH:8]=2)[CH2:19][CH2:20][O:15][CH2:16][CH2:17]1 |f:3.4|. Procedure details: Under inert conditions, 109 ml (218 mmol) of a 2 M solution of isopropylmagnesium chloride in diethyl ether were added dropwise at −40° C. to a solution of 50.0 g (218 mmol) of 4-iodobenzonitrile in 1000 ml of anhydrous THF. After the mixture had been stirred at the same temperature for 1.5 h, a solution of 32.8 g (327 mmol) of tetrahydro-4H-pyran-4-one in 250 ml of anhydrous THF was added. After the addition had ended, the reaction mixture was stirred first at −40° C. for 10 min, then at 0° C. ...